The task is: describe an organic reaction: reactants, conditions, products, and yield. This data is from the Open Reaction Database (ORD), a public repository of structured organic reaction records. Reactants: CCOC(C)=O, CC(C)(C)O, CC(C)(C)[O-], CC(C)c1cc(C(C)C)c(-c2ccccc2P(C2CCCCC2)C2CCCCC2)c(C(C)C)c1, O=C(Nc1cn2nc(I)ccc2n1)C1CC1, [K+], Cc1cc(C(=O)Nc2cccc(N)c2)n(C)n1, [Na+], O=C(C=Cc1ccccc1)C=Cc1ccccc1, C1CCOC1, O=C(C=Cc1ccccc1)C=Cc1ccccc1, O=C(C=Cc1ccccc1)C=Cc1ccccc1, O=C([O-])O, [Pd], [Pd]. The product is Cc1cc(C(=O)Nc2cccc(Nc3ccc4nc(NC(=O)C5CC5)cn4n3)c2)n(C)n1. As a reaction SMILES: [C:140]([O:141][CH2:142][CH3:143])(=[O:144])[CH3:145].[CH3:146][C:147]([OH:148])([CH3:149])[CH3:150].[CH3:68][C:69]([CH3:70])([O-:71])[CH3:72].[CH:34]1([P:35]([CH:36]2[CH2:37][CH2:38][CH2:39][CH2:40][CH2:41]2)[c:42]2[cH:43][cH:44][cH:45][cH:46][c:47]2-[c:48]2[c:49]([CH:50]([CH3:51])[CH3:52])[cH:53][c:54]([CH:55]([CH3:56])[CH3:57])[cH:58][c:59]2[CH:60]([CH3:61])[CH3:62])[CH2:63][CH2:64][CH2:65][CH2:66][CH2:67]1.[I:1][c:2]1[cH:3][cH:4][c:5]2[n:6]([n:7]1)[cH:8][c:9]([NH:11][C:12](=[O:13])[CH:14]1[CH2:15][CH2:16]1)[n:10]2.[K+:73].[NH2:17][c:18]1[cH:19][c:20]([NH:24][C:25](=[O:26])[c:27]2[cH:28][c:29]([CH3:33])[n:30][n:31]2[CH3:32])[cH:21][cH:22][cH:23]1.[Na+:74].[O:117]=[C:118]([CH:119]=[CH:120][c:121]1[cH:122][cH:123][cH:124][cH:125][cH:126]1)[CH:127]=[CH:128][c:129]1[cH:130][cH:131][cH:132][cH:133][cH:134]1.[O:135]1[CH2:136][CH2:137][CH2:138][CH2:139]1.[O:81]=[C:82]([CH:83]=[CH:84][c:85]1[cH:86][cH:87][cH:88][cH:89][cH:90]1)[CH:91]=[CH:92][c:93]1[cH:94][cH:95][cH:96][cH:97][cH:98]1.[O:99]=[C:100]([CH:101]=[CH:102][c:103]1[cH:104][cH:105][cH:106][cH:107][cH:108]1)[CH:109]=[CH:110][c:111]1[cH:112][cH:113][cH:114][cH:115][cH:116]1.[OH:75][C:76](=[O:77])[O-:78].[Pd:79].[Pd:80]>>[c:2]1([NH:17][c:18]2[cH:19][c:20]([NH:24][C:25](=[O:26])[c:27]3[cH:28][c:29]([CH3:33])[n:30][n:31]3[CH3:32])[cH:21][cH:22][cH:23]2)[cH:3][cH:4][c:5]2[n:6]([n:7]1)[cH:8][c:9]([NH:11][C:12](=[O:13])[CH:14]1[CH2:15][CH2:16]1)[n:10]2. Starting materials: O (water), N1=C(C=CC=C1)C(=O)O (pyridine-2-carboxylic acid), CNC(NN)=S (4-methyl-3-thiosemicarbazide), C(=O)(N1C=NC=C1)N1C=NC=C1 (carbonyldiimidazole). The solvent is CN(C=O)C (dimethylformamide). Reaction conditions: temperature 100 celsius, time 2 hour. Product: CN1C(=NN=C1C1=NC=CC=C1)S (4-Methyl-5-pyridin-2-yl-4H-[1,2,4]triazole-3-thiol). As a reaction SMILES: [N:1]1[CH:6]=[CH:5][CH:4]=[CH:3][C:2]=1[C:7](O)=O.C(N1C=CN=C1)(N1C=CN=C1)=O.[CH3:22][NH:23][C:24](=[S:27])[NH:25][NH2:26].O>CN(C)C=O>[CH3:22][N:23]1[C:7]([C:2]2[CH:3]=[CH:4][CH:5]=[CH:6][N:1]=2)=[N:26][N:25]=[C:24]1[SH:27]. Procedure details: 15 g of pyridine-2-carboxylic acid (121.8 mmol) were dissolved in 150 ml of dimethylformamide. At room temperature, 29.6 g (181.8 mmol) of carbonyldiimidazole were slowly added, during which gas was evolved. Reaction was allowed to take place at 100° C. for 30 min, and then 25.6 g (242.7 mmol) of 4-methyl-3-thiosemicarbazide were added, and the mixture was stirred at 100° C. for a further 2 h. The reaction mixture was mixed with 300 ml of water. After cooling in an ice bath, the precipitated cry... Product: CCCCNc1cccnc1. Starting materials: [BH3-]C#N, CC(=O)O, CO, CCCC=O, Nc1cccnc1, [Na+]. RXN SMILES: [C:17]([BH3-:18])#[N:19].[CH3:13][C:14](=[O:15])[OH:16].[CH3:21][OH:22].[CH:8]([CH2:9][CH2:10][CH3:11])=[O:12].[NH2:1][c:2]1[cH:3][n:4][cH:5][cH:6][cH:7]1.[Na+:20]>>[NH:1]([c:2]1[cH:3][n:4][cH:5][cH:6][cH:7]1)[CH2:8][CH2:9][CH2:10][CH3:11]. Starting materials: C(C)S(=O)(=O)C=1C=CC(=C(C1)C=1C2=C(C(N(C1)C)=O)NC=C2)OC2CCC(CC2)=O (4-{5-(ethylsulfonyl)-2-[(4-oxocyclohexyl)oxy]phenyl}-6-methyl-1,6-dihydro-7H-pyrrolo[2,3-c]pyridin-7-one), [BH4-].[Na+] (sodium tetrahydroborate). The solvent is O1CCCC1 (tetrahydrofuran). Yields the product C(C)S(=O)(=O)C=1C=CC(=C(C1)C=1C2=C(C(N(C1)C)=O)NC=C2)O[C@@H]2CC[C@@H](CC2)O (4-{5-(ethylsulfonyl)-2-[(cis-4-hydroxycyclohexyl)oxy]phenyl}-6-methyl-1,6-dihydro-7H-pyrrolo[2,3-c]pyridin-7-one). Yield: 69.4%. RXN SMILES: [CH2:1]([S:3]([C:6]1[CH:7]=[CH:8][C:9]([O:23][CH:24]2[CH2:29][CH2:28][C:27](=[O:30])[CH2:26][CH2:25]2)=[C:10]([C:12]2[C:13]3[CH:22]=[CH:21][NH:20][C:14]=3[C:15](=[O:19])[N:16]([CH3:18])[CH:17]=2)[CH:11]=1)(=[O:5])=[O:4])[CH3:2].[BH4-].[Na+]>O1CCCC1>[CH2:1]([S:3]([C:6]1[CH:7]=[CH:8][C:9]([O:23][C@H:24]2[CH2:29][CH2:28][C@@H:27]([OH:30])[CH2:26][CH2:25]2)=[C:10]([C:12]2[C:13]3[CH:22]=[CH:21][NH:20][C:14]=3[C:15](=[O:19])[N:16]([CH3:18])[CH:17]=2)[CH:11]=1)(=[O:5])=[O:4])[CH3:2] |f:1.2|. Procedure: A mixture of Example 199 (0.052 g, 0.121 mmol) and sodium tetrahydroborate (6.89 mg, 0.182 mmol) in tetrahydrofuran (5 mL) was heated at 60° C. for 2 hours. The solvent was removed, and the solid was treated with MeOH and a couple of drops of TFA. The resulting solution was purified by Preparative HPLC (C18, 10-80% CH3CN/water (0.1% TFA)) to give the title compound (second eluting peak, 0.036 g, 0.084 mmol, 68.9% yield). 1H NMR (500 MHz, DMSO-d6) δ ppm 12.06 (s, 1H), 7.78-7.82 (m, 2H), 7.36-7.38... The reactants are BrC=C(C)C=1C=CC(=NC1)C (5-(1-Bromoprop-1-en-2-yl)-2-methylpyridine), FC1=CC=2C3=C(NC2C=C1)CCN(C3)C (8-Fluoro-2-methyl-2,3,4,5-tetrahydro-1H-pyrido[4,3-b]indole), N1[C@H](C(=O)O)CCC1 (L-proline), P(=O)([O-])([O-])[O-].[K+].[K+].[K+] (potassium phosphate). Reagents/catalysts: [Cu]I (Copper (I) iodide). Solvent: CN(C)C=O (DMF). Reaction conditions: time 10 minute. Yields the product FC1=CC=2C3=C(N(C2C=C1)\C=C(/C)\C=1C=NC(=CC1)C)CCN(C3)C ((E)-8-fluoro-2-methyl-5-(2-(6-methylpyridin-3-yl)prop-1-enyl)-2,3,4,5-tetrahydro-1H-pyrido[4,3-b]indole). RXN SMILES: [F:1][C:2]1[CH:10]=[CH:9][C:8]2[NH:7][C:6]3[CH2:11][CH2:12][N:13]([CH3:15])[CH2:14][C:5]=3[C:4]=2[CH:3]=1.N1CCC[C@H]1C(O)=O.P([O-])([O-])([O-])=O.[K+].[K+].[K+].Br[CH:33]=[C:34]([C:36]1[CH:37]=[CH:38][C:39]([CH3:42])=[N:40][CH:41]=1)[CH3:35]>CN(C=O)C.[Cu]I>[F:1][C:2]1[CH:10]=[CH:9][C:8]2[N:7](/[CH:33]=[C:34](/[C:36]3[CH:41]=[N:40][C:39]([CH3:42])=[CH:38][CH:37]=3)\[CH3:35])[C:6]3[CH2:11][CH2:12][N:13]([CH3:15])[CH2:14][C:5]=3[C:4]=2[CH:3]=1 |f:2.3.4.5|. Procedure details: 8-Fluoro-2-methyl-2,3,4,5-tetrahydro-1H-pyrido[4,3-b]indole (203 mg, 0.8 mmol) was dissolved in DMF (5 mL). Copper (I) iodide (19 mg, 0.10 mmol), L-proline (23 mg, 0.20 mmol) and potassium phosphate (424 mg, 2 mmol) were added and the reaction mixture was stirred for 10 min. at RT. 5-(1-Bromoprop-1-en-2-yl)-2-methylpyridine (212 mg, 1 mmol) was added dropwise and the reaction mixture was purged with nitrogen. The reaction mixture was heated overnight at 80° C. (prolonged heating in some cases wa...